From a dataset of the Open Reaction Database (ORD), a public repository of structured organic reaction records. describe an organic reaction: reactants, conditions, products, and yield Reactants: ClC=1C=C(C=CC(=O)OCC)C=CC1C(F)(F)F (ethyl 3-chloro-4-trifluoromethylcinnamate), S(O)(O)(=O)=O (sulfuric acid), [N+](=O)(O)[O-] (nitric acid). The solvent is O (water). Yields the product ClC=1C(=CC(=C(C=CC(=O)OCC)C1)[N+](=O)[O-])C(F)(F)F (ethyl 5-chloro-2-nitro-4-trifluoromethylcinnamate). Reaction SMILES: [Cl:1][C:2]1[CH:3]=[C:4]([CH:12]=[CH:13][C:14]=1[C:15]([F:18])([F:17])[F:16])[CH:5]=[CH:6][C:7]([O:9][CH2:10][CH3:11])=[O:8].S(=O)(=O)(O)O.[N+:24]([O-])([OH:26])=[O:25]>O>[Cl:1][C:2]1[C:14]([C:15]([F:16])([F:17])[F:18])=[CH:13][C:12]([N+:24]([O-:26])=[O:25])=[C:4]([CH:3]=1)[CH:5]=[CH:6][C:7]([O:9][CH2:10][CH3:11])=[O:8]. Reported procedure: To a solution of 100 mg of ethyl 3-chloro-4-trifluoromethylcinnamate and 1.8 ml of concentrated sulfuric acid was added 42 ml of 60% nitric acid at -15° C. After stirring at the same temperature for a few minutes, the reaction mixture was poured into a cold water, and extracted with ethyl acetate. The extract was washed with water, dried, and evaporated. The residue was purified by a silica gel column chromatography to give 102 mg of ethyl 5-chloro-2-nitro-4-trifluoromethylcinnamate. The reactants are Br, Br, COc1cc(C(C)=O)ccc1-c1ccccn1, CC(=O)O, [Na+], O=C([O-])O, c1ccccc1. The product is COc1cc(C(=O)CBr)ccc1-c1ccccn1. As a reaction SMILES: [Br:18].[BrH:24].[CH3:1][O:2][c:3]1[cH:4][c:5]([C:15]([CH3:16])=[O:17])[cH:6][cH:7][c:8]1-[c:9]1[n:10][cH:11][cH:12][cH:13][cH:14]1.[CH3:25][C:26](=[O:27])[OH:28].[Na+:23].[O-:19][C:20]([OH:21])=[O:22].[cH:29]1[cH:30][cH:31][cH:32][cH:33][cH:34]1>>[CH3:1][O:2][c:3]1[cH:4][c:5]([C:15]([CH2:16][Br:24])=[O:17])[cH:6][cH:7][c:8]1-[c:9]1[n:10][cH:11][cH:12][cH:13][cH:14]1. Reactants: C(C)(C)N(CCNC1=[N+](C=CC(=C1)[N+](=O)[O-])[O-])C(C)C (2-(2-Diisopropylaminoethylamino)-4-nitropyridine-N-oxide), C[O-].[Na+] (sodium methoxide). Run in CO (methanol). Product: C(C)(C)N(CCNC1=[N+](C=CC(=C1)OC)[O-])C(C)C (2-(2-Diisopropylaminoethylamino)-4-methoxypyridine-N-oxide). RXN SMILES: [CH:1]([N:4]([CH:18]([CH3:20])[CH3:19])[CH2:5][CH2:6][NH:7][C:8]1[CH:13]=[C:12]([N+]([O-])=O)[CH:11]=[CH:10][N+:9]=1[O-:17])([CH3:3])[CH3:2].[CH3:21][O-:22].[Na+]>CO>[CH:1]([N:4]([CH:18]([CH3:20])[CH3:19])[CH2:5][CH2:6][NH:7][C:8]1[CH:13]=[C:12]([O:22][CH3:21])[CH:11]=[CH:10][N+:9]=1[O-:17])([CH3:3])[CH3:2] |f:1.2|. Procedure: 2-(2-Diisopropylaminoethylamino)-4-nitropyridine-N-oxide (10.0 g., 35.5 mmole) is added to a solution of sodium methoxide (3.0 g., 55 mmole) in dry methanol (100 ml.) and refluxed for 4 hours. The solvent is evaporated and the residue dissolved in chloroform, washed with water, dried over sodium sulfate and evaporated to give oily product. Starting materials: C(C)N1C=2C=CC=CC2C2=CC(=CC=C2C1=O)[N+](=O)[O-] (5-ethyl-9-nitro-5H-phenanthridin-6-one), [H-].[Al+3].[Li+].[H-].[H-].[H-] (lithium aluminum hydride). Solvent: C1CCOC1 (THF), C1CCOC1 (THF). Run at temperature 23 celsius. The product is C(C)N1C=2C=CC=CC2C2=CC(=CC=C2C1)N (5-ethyl-5,6-dihydro-phenanthridin-9-ylamine). Reaction SMILES: [CH2:1]([N:3]1[C:16](=O)[C:15]2[C:10](=[CH:11][C:12]([N+:18]([O-])=O)=[CH:13][CH:14]=2)[C:9]2[CH:8]=[CH:7][CH:6]=[CH:5][C:4]1=2)[CH3:2].[H-].[Al+3].[Li+].[H-].[H-].[H-]>C1COCC1>[CH2:1]([N:3]1[CH2:16][C:15]2[C:10](=[CH:11][C:12]([NH2:18])=[CH:13][CH:14]=2)[C:9]2[CH:8]=[CH:7][CH:6]=[CH:5][C:4]1=2)[CH3:2] |f:1.2.3.4.5.6|. Procedure details: A solution of 5-ethyl-9-nitro-5H-phenanthridin-6-one I-1d (250 mg, 0.93 mmol) in THF (1 ml) was added to a suspension of lithium aluminum hydride (99 mg, 2.6 mmol) in THF (5 ml). The reaction mixture was heated to reflux for 2 h and cooled to 23° C. Excess hydride was quenched by careful sequential addition of water (5 drops from a Pasteur pipet), 1N aqueous sodium hydroxide (5 drops from a Pasteur pipet), and water (15 drops from a Pasteur pipet). Insolubles were removed by filtration, and the ... Starting materials: CO, Clc1cccc(-c2ccccc2)c1Cc1c[nH]cn1. Product: c1ccc(-c2ccccc2Cc2c[nH]cn2)cc1. RXN SMILES: [CH3:20][OH:21].[Cl:1][c:2]1[c:3]([CH2:14][c:15]2[n:16][cH:17][nH:18][cH:19]2)[c:4](-[c:8]2[cH:9][cH:10][cH:11][cH:12][cH:13]2)[cH:5][cH:6][cH:7]1>>[cH:2]1[c:3]([CH2:14][c:15]2[n:16][cH:17][nH:18][cH:19]2)[c:4](-[c:8]2[cH:9][cH:10][cH:11][cH:12][cH:13]2)[cH:5][cH:6][cH:7]1. Starting materials: ClC1=NC=C(C=C1)[N+](=O)[O-] (2-chloro-5-nitropyridine), SC1=C(C=CC=C1)O (2-mercaptophenol), C([O-])([O-])=O.[K+].[K+] (potassium carbonate), ClC1=NC=C(C=C1)Cl (2,5-dichloropyridine). Run in CN(C=O)C (dimethylformamide), O (H2O). Conditions: time 8 hour. Product: [N+](=O)([O-])C=1C=CC(=NC1)OC1=C(C=CC=C1)SC1=NC=C(C=C1)Cl (5-Nitro-2-[2-(5-chloropyridin-2-ylthio)phenoxy]pyridine). Reaction SMILES: [SH:1][C:2]1[CH:7]=[CH:6][CH:5]=[CH:4][C:3]=1[OH:8].C(=O)([O-])[O-].[K+].[K+].Cl[C:16]1[CH:21]=[CH:20][C:19]([Cl:22])=[CH:18][N:17]=1.Cl[C:24]1[CH:29]=[CH:28][C:27]([N+:30]([O-:32])=[O:31])=[CH:26][N:25]=1>CN(C)C=O.O>[N+:30]([C:27]1[CH:28]=[CH:29][C:24]([O:8][C:3]2[CH:4]=[CH:5][CH:6]=[CH:7][C:2]=2[S:1][C:16]2[CH:21]=[CH:20][C:19]([Cl:22])=[CH:18][N:17]=2)=[N:25][CH:26]=1)([O-:32])=[O:31] |f:1.2.3|. Procedure details: To a mixture of 3.0 grams (0.023 mole) of 2-mercaptophenol and 7.0 grams of potassium carbonate stirring in 50 ml of dimethylformamide, 4.0 grams of 2,5-dichloropyridine is added and the mixture stirred overnight at room temperature. After stirring overnight, 4.0 grams of 2-chloro-5-nitropyridine is added and the mixture is again stirred at room temperature overnight. Excess H2O is then added to the reaction mixture and the aqueous mixture extracted with ethyl ether (200 ml), washed with saturat... Reactants: ClCC(=O)C1=CC2=C(OCC(N2)=O)C=C1 (6-(2-chloroacetyl)-2H-benzo[b][1,4]oxazin-3(4H)-one), CCO (EtOH), N1CCOCC1 (morpholine). Solvent: CCOCC (Et2O). Reaction conditions: temperature 80 celsius. The product is O1CCN(CC1)CC(=O)C1=CC2=C(OCC(N2)=O)C=C1 (6-(2-morpholinoacetyl)-2H-benzo[b][1,4]oxazin-3(4H)-one). As a reaction SMILES: Cl[CH2:2][C:3]([C:5]1[CH:15]=[CH:14][C:8]2[O:9][CH2:10][C:11](=[O:13])[NH:12][C:7]=2[CH:6]=1)=[O:4].CCO.[NH:19]1[CH2:24][CH2:23][O:22][CH2:21][CH2:20]1>CCOCC>[O:22]1[CH2:23][CH2:24][N:19]([CH2:2][C:3]([C:5]2[CH:15]=[CH:14][C:8]3[O:9][CH2:10][C:11](=[O:13])[NH:12][C:7]=3[CH:6]=2)=[O:4])[CH2:20][CH2:21]1. Procedure: To a 20 mL scintillation vial with a magnetic stirrer was added commercially available 6-(2-chloroacetyl)-2H-benzo[b][1,4]oxazin-3(4H)-one (113 mg, 0.5 mmol) and EtOH (2.5 mL) followed by morpholine (96 mg, 1.1 mmol). The reaction was heated at 80° C. for 1 h then cooled to room temperature. The solution was diluted with Et2O (10 mL) and the resulting solid was isolated by filtration, washed with Et2O and dried in vacuo to give a white solid: 1H NMR (DMSO-d6, 400 MHz): δ=10.91 (s, 1H), 9.31 (br....